This data is from the Open Reaction Database (ORD), a public repository of structured organic reaction records. The task is: describe an organic reaction: reactants, conditions, products, and yield The reactants are C1(=CC=CC=C1)C1SC2=C(NC1)C=CC=C2 (2-Phenyl-3,4-dihydro-2H-1,4-benzothiazine), COC(C(C1=CC=CC=C1)Br)=O (bromo-phenyl-acetic acid methyl ester), NC1=C(C=CC=C1)S (2-amino-benzenethiol). Solvent: CCOC(=O)C (EtOAc), O (water), CN(C)C=O (DMF). Reaction conditions: time 8 hour. Yields the product C1(=CC=CC=C1)C1SC2=C(NC1=O)C=CC=C2 (2-phenyl-4H-1,4-benzothiazin-3-one). RXN SMILES: [C:1]1([CH:7]2[CH2:12][NH:11][C:10]3[CH:13]=[CH:14][CH:15]=[CH:16][C:9]=3[S:8]2)[CH:6]=[CH:5][CH:4]=[CH:3][CH:2]=1.C[O:18]C(=O)C(Br)C1C=CC=CC=1.NC1C=CC=CC=1S>CN(C=O)C.CCOC(C)=O.O>[C:1]1([CH:7]2[C:12](=[O:18])[NH:11][C:10]3[CH:13]=[CH:14][CH:15]=[CH:16][C:9]=3[S:8]2)[CH:2]=[CH:3][CH:4]=[CH:5][CH:6]=1. Procedure: 2-Phenyl-3,4-dihydro-2H-1,4-benzothiazine: To bromo-phenyl-acetic acid methyl ester (4.88 g, 21 mmol) in DMF (15 mL) under an argon atmosphere was added 2-amino-benzenethiol (2.3 mL, 21 mmol) and the reaction was stirred at rt overnight. The reaction mixture was diluted with EtOAc (5 mL) and water (50 mL) and the crude product was collected by filtration, washed with warm EtOAc, and dried to give 2-phenyl-4H-1,4-benzothiazin-3-one as a white solid (3.49 g). LC/MS m/z 242 (M+H)+. To this intermed... The reactants are C(c1c(ccc2cc(ccc12)[N+]([O-])=O)O)=O, CC1=CN=C(C=C1)N, [C-]#[N+]C1CCCCC1. Reagents/catalysts: O=C(O)C(F)(F)F (trifluoroacetic acid). Solvent: CC(C)O (isopropyl alcohol), CC(C)O (isopropylalcohol). Run at temperature 22 celsius, time 20 hour. Yields the product Cc1ccc2nc(c3c(ccc4cc(ccc34)[N+]([O-])=O)O)c(NC3CCCCC3)n2c1. The yield is 0.1%. As a reaction SMILES: CC1=CC=C(N)N=C1.[C-]#[N+]C1CCCCC1.OC1=CC=C2C=C(C=CC2=C1C=O)N(=O)=O>>CC1=CN2C(C=C1)=NC(=C2NC1CCCCC1)C1=C(O)C=CC2=CC(=CC=C12)N(=O)=O. Starting materials: C(C)C(C(=O)O)CCCC (2-ethylhexanoic acid), C(C)C(C(=O)O)CCCC (2-ethylhexanoic acid), C(C)(=O)[O-].[Y+3].C(C)(=O)[O-].C(C)(=O)[O-] (yttrium acetate). The product is [Y] (yttrium), C(C)C(C(=O)[O-])CCCC.C(C)C(C(=O)[O-])CCCC.C(C)C(C(=O)[O-])CCCC.[Y+3] (yttrium tri(2-ethylhexanoate)). As a reaction SMILES: C([O-])(=O)C.[Y+3:5].C([O-])(=O)C.C([O-])(=O)C.[CH2:14]([CH:16]([CH2:20][CH2:21][CH2:22][CH3:23])[C:17]([OH:19])=[O:18])[CH3:15]>>[Y:5].[CH2:14]([CH:16]([CH2:20][CH2:21][CH2:22][CH3:23])[C:17]([O-:19])=[O:18])[CH3:15].[CH2:14]([CH:16]([CH2:20][CH2:21][CH2:22][CH3:23])[C:17]([O-:19])=[O:18])[CH3:15].[CH2:14]([CH:16]([CH2:20][CH2:21][CH2:22][CH3:23])[C:17]([O-:19])=[O:18])[CH3:15].[Y+3:5] |f:0.1.2.3,6.7.8.9|. Procedure: A yttrium containing solution was prepared by mixing and reacting yttrium acetate with a stoichiometric excess of 2-ethylhexanoic acid to produce yttrium tri(2-ethylhexanoate) in 2-ethylhexanoic acid. The resulting solution contained 7.01 percent by weight yttrium, based on total weight. Reactants: C(C)(C)[Mg]Cl (isopropylmagnesium chloride), solution, C(C)[Mg]Br (ethylmagnesium bromide), solution, IC=1N=CN(C1)C (4-iodo-1-methyl-1-H-imidazole), [NH4+].[Cl-] (NH4Cl), CON(C([C@H](C)NC(OCC1=CC=CC=C1)=O)=O)C (benzyl {(1S)-2-[methoxy(methyl)amino]-1-methyl-2-oxoethyl}carbamate). The solvent is C1CCOC1 (THF), CCOCC (Et2O), C(Cl)Cl (CH2Cl2), O (water), C(Cl)Cl (CH2Cl2). Reaction conditions: temperature -20 celsius, time 20 minute. Product: C[C@@H](C(=O)C=1N=CN(C1)C)NC(OCC1=CC=CC=C1)=O (benzyl [(1S)-1-methyl-2-(1-methyl-1H-imidazol-4-yl)-2-oxoethyl]carbamate). Reaction SMILES: CON(C)[C:4](=[O:18])[C@@H:5]([NH:7][C:8](=[O:17])[O:9][CH2:10][C:11]1[CH:16]=[CH:15][CH:14]=[CH:13][CH:12]=1)[CH3:6].C([Mg]Cl)(C)C.C([Mg]Br)C.I[C:30]1[N:31]=[CH:32][N:33]([CH3:35])[CH:34]=1.[NH4+].[Cl-]>C(Cl)Cl.C1COCC1.CCOCC.O>[CH3:6][C@H:5]([NH:7][C:8](=[O:17])[O:9][CH2:10][C:11]1[CH:12]=[CH:13][CH:14]=[CH:15][CH:16]=1)[C:4]([C:30]1[N:31]=[CH:32][N:33]([CH3:35])[CH:34]=1)=[O:18] |f:4.5|. Procedure: A solution of benzyl {(1S)-2-[methoxy(methyl)amino]-1-methyl-2-oxoethyl}carbamate (64 mg, 0.24 mmol) in CH2Cl2 (1 mL) was cooled to −20° C. under N2, and isopropylmagnesium chloride (120 μL of a 2.0 M solution in THF) was added dropwise. The mixture was stirred at −20° C. for 20 min. In a separate flask ethylmagnesium bromide (480 μL of a 2.0 M solution in Et2O) was added to a solution of 4-iodo-1-methyl-1-H-imidazole (109 mg, 0.48 mmol) in dry CH2Cl2 (1.5 mL) at room temperature. The resulting ...